From a dataset of the Open Reaction Database (ORD), a public repository of structured organic reaction records. describe an organic reaction: reactants, conditions, products, and yield Reactants: O (water), C[O-].[Na+] (sodium methylate), Cl.CNO (N-methylhydroxylamine hydrochloride), CC(CN(C(=O)OCC)CC=O)=C (N-(2-methyl-prop-2-enyl)-N-(2-oxoethyl)-urethane). The solvent is C1(=CC=CC=C1)C (toluene), CO (methanol). The product is CN1C2CN(CC2(CO1)C)C(=O)OCC (Ethyl 2,5-dimethyl-3-oxa-2,7-diazabicyclo[3.3.0]octane-7-carboxylate). Reaction SMILES: C[O-].[Na+].Cl.[CH3:5][NH:6][OH:7].[CH3:8][C:9](=[CH2:20])[CH2:10][N:11]([CH2:17][CH:18]=O)[C:12]([O:14][CH2:15][CH3:16])=[O:13].O>CO.C1(C)C=CC=CC=1>[CH3:5][N:6]1[O:7][CH2:8][C:9]2([CH3:20])[CH:18]1[CH2:17][N:11]([C:12]([O:14][CH2:15][CH3:16])=[O:13])[CH2:10]2 |f:0.1,2.3|. Reported procedure: 21.7 g of 30% strength sodium methylate solution are added dropwise to 10 g (0.12 mol) of N-methylhydroxylamine hydrochloride in 26 ml of methanol. The sodium chloride is filtered off with suction and washed with 8 ml of methanol and 80 ml of toluene. This solution is added dropwise to 19.2 g (0.11 mol) of N-(2-methyl-prop-2-enyl)-N-(2-oxoethyl)-urethane, which is heated under reflux in 160 ml of toluene using a water separator. The mixture is heated under reflux overnight, the product is extrac... Starting materials: OCCN1N=C(C=C1)NC(=S)NCC(F)(F)F (1-(2-hydroxyethyl)-3-[3-(2,2,2-trifluoroethyl)thioureido]pyrazole), mercuric oxide, N (ammonia). Run in CCO (EtOH). Reaction conditions: time 2 hour. The product is OCCN1N=C(C=C1)NC(=NCC(F)(F)F)N (1-(2-hydroxyethyl)-3-[2-(2,2,2-trifluoroethyl)guanidino]pyrazole). The yield is 99.0%. Reaction SMILES: [OH:1][CH2:2][CH2:3][N:4]1[CH:8]=[CH:7][C:6]([NH:9][C:10]([NH:12][CH2:13][C:14]([F:17])([F:16])[F:15])=S)=[N:5]1.[NH3:18]>CCO>[OH:1][CH2:2][CH2:3][N:4]1[CH:8]=[CH:7][C:6]([NH:9][C:10]([NH2:18])=[N:12][CH2:13][C:14]([F:17])([F:16])[F:15])=[N:5]1. Procedure details: To a solution of 1-(2-hydroxyethyl)-3-[3-(2,2,2-trifluoroethyl)thioureido]pyrazole (20.0 g.) in 5 N ammonia in EtOH solution (700 ml.) was added yellow mercuric oxide (64.8 g.) with stirring. Stirring was continued for a period of 2 hours. The mixture was filtered through diatomaceous earth and the solvent then evaporated to dryness in vacuo. The residual oil was triturated with ether to give 1-(2-hydroxyethyl)-3-[2-(2,2,2-trifluoroethyl)guanidino]pyrazole (18.5 g.; 99%), m.p. 82°. The reactants are NCCCNC1=NC(=NC=C1Br)NC=1C=C(C=CC1)NC(=O)N1CCCC1 (N-(3-((4-((3-aminopropyl)amino)-5-bromo-2-pyrimidinyl)amino)phenyl)-1-pyrrolidinecarboxamide), CCN(C(C)C)C(C)C (DIEA), C(C)SN=C=O (ethylthioisocyanate). Solvent: CN(C)C=O (DMF). Conditions: time 2 hour. The product is BrC=1C(=NC(=NC1)NC=1C=C(C=CC1)NC(=O)N1CCCC1)NCCCNC(=S)NCC (N-[3-[[5-bromo-4-[[3-[[(ethylamino)thioxomethyl]amino]propyl]amino]-2-pyrimidinyl]amino]phenyl]-1-pyrrolidinecarboxamide). Isolated yield 92.5%. Reaction SMILES: [NH2:1][CH2:2][CH2:3][CH2:4][NH:5][C:6]1[C:11]([Br:12])=[CH:10][N:9]=[C:8]([NH:13][C:14]2[CH:15]=[C:16]([NH:20][C:21]([N:23]3[CH2:27][CH2:26][CH2:25][CH2:24]3)=[O:22])[CH:17]=[CH:18][CH:19]=2)[N:7]=1.[CH3:28][CH2:29][N:30]([CH:34](C)C)C(C)C.C([S:39]N=C=O)C>CN(C=O)C>[Br:12][C:11]1[C:6]([NH:5][CH2:4][CH2:3][CH2:2][NH:1][C:34]([NH:30][CH2:29][CH3:28])=[S:39])=[N:7][C:8]([NH:13][C:14]2[CH:15]=[C:16]([NH:20][C:21]([N:23]3[CH2:27][CH2:26][CH2:25][CH2:24]3)=[O:22])[CH:17]=[CH:18][CH:19]=2)=[N:9][CH:10]=1. Procedure details: A solution of N-(3-((4-((3-aminopropyl)amino)-5-bromo-2-pyrimidinyl)amino)phenyl)-1-pyrrolidinecarboxamide (100 mg, 0.20 mmol) and DMF (5 mL) was treated with DIEA (0.1 mL, 0.6 mmol, 3eq) and ethylthioisocyanate (15 mg, 0.17 mmol, 0.9 eq). The resulting mixture was stirred at RT for 2 hr. Then the crude mixture was purified by HPLC using acetonitrile/water to afford the title compound (82 mg). Starting materials: CN(C)c1ccc(Br)cc1, NC1CCCCC1N, [Cu]I, [K+], [K+], [K+], C1COCCO1, O=P([O-])([O-])[O-]. The product is CN(C)c1ccc(NC2CCCCC2N)cc1. As a reaction SMILES: [Br:9][c:10]1[cH:11][cH:12][c:13]([N:14]([CH3:15])[CH3:16])[cH:17][cH:18]1.[CH:19]1([NH2:26])[CH:20]([NH2:25])[CH2:21][CH2:22][CH2:23][CH2:24]1.[Cu:27][I:28].[K+:6].[K+:7].[K+:8].[O:29]1[CH2:30][CH2:31][O:32][CH2:33][CH2:34]1.[P:1]([O-:2])([O-:3])([O-:4])=[O:5]>>[c:10]1([NH:25][CH:20]2[CH:19]([NH2:26])[CH2:24][CH2:23][CH2:22][CH2:21]2)[cH:11][cH:12][c:13]([N:14]([CH3:15])[CH3:16])[cH:17][cH:18]1. The reactants are CN(C)C=O, Cc1c(C(=O)O)ccc2c1S(=O)(=O)CCC2(C)C, Cc1ccccc1, O=S(Cl)Cl. The product is Cc1c(C(=O)Cl)ccc2c1S(=O)(=O)CCC2(C)C. As a reaction SMILES: [CH3:19][N:20]([CH3:21])[CH:22]=[O:23].[CH3:1][C:2]1([CH3:18])[CH2:3][CH2:4][S:5](=[O:16])(=[O:17])[c:6]2[c:7]([CH3:15])[c:8]([C:12](=[O:13])[OH:14])[cH:9][cH:10][c:11]21.[CH3:28][c:29]1[cH:30][cH:31][cH:32][cH:33][cH:34]1.[S:24]([Cl:25])([Cl:26])=[O:27]>>[CH3:1][C:2]1([CH3:18])[CH2:3][CH2:4][S:5](=[O:16])(=[O:17])[c:6]2[c:7]([CH3:15])[c:8]([C:12](=[O:13])[Cl:26])[cH:9][cH:10][c:11]21. The reactants are ClC=1C(N(N=CC1Cl)C(C)C1=CC=CC=C1)=O (4,5-dichloro-2-(1-phenylethyl)pyridazin-3(2H)-one), C(#N)C=1C=C(C=CC1)B(O)O (3-cyanophenylboronic acid). Yields the product O=C1C(=C(C=NN1C(C)C1=CC=CC=C1)C=1C=C(C#N)C=CC1)C=1C=C(C#N)C=CC1 (3,3′-(6-oxo-1-(1-phenylethyl)-1,6-dihydropyridazine-4,5-diyl) dibenzonitrile), O=C1C(=C(C=NN1C(C)C1=CC=CC=C1)C1=C(C#N)C=CC=C1)C1=C(C#N)C=CC=C1 (2,2′-(6-oxo-1-(1-phenylethyl)-1,6-dihydropyridazine-4,5- diyl)dibenzonitrile). Yield: 7.4%. As a reaction SMILES: Cl[C:2]1[C:3](=[O:17])[N:4]([CH:9]([C:11]2[CH:16]=[CH:15][CH:14]=[CH:13][CH:12]=2)[CH3:10])[N:5]=[CH:6][C:7]=1Cl.[C:18]([C:20]1[CH:21]=[C:22](B(O)O)[CH:23]=[CH:24][CH:25]=1)#[N:19]>>[O:17]=[C:3]1[N:4]([CH:9]([C:11]2[CH:16]=[CH:15][CH:14]=[CH:13][CH:12]=2)[CH3:10])[N:5]=[CH:6][C:7]([C:24]2[CH:25]=[C:20]([CH:21]=[CH:22][CH:23]=2)[C:18]#[N:19])=[C:2]1[C:13]1[CH:12]=[C:11]([CH:16]=[CH:15][CH:14]=1)[C:9]#[N:4].[O:17]=[C:3]1[N:4]([CH:9]([C:11]2[CH:16]=[CH:15][CH:14]=[CH:13][CH:12]=2)[CH3:10])[N:5]=[CH:6][C:7]([C:25]2[CH:24]=[CH:23][CH:22]=[CH:21][C:20]=2[C:18]#[N:19])=[C:2]1[C:12]1[CH:13]=[CH:14][CH:15]=[CH:16][C:11]=1[C:9]#[N:4]. Procedure: Compound 5 is prepared from intermediate 1a and 3-cyanophenylboronic acid under the conditions described for example 4. The minor product formed (solid) corresponds to compound 4 (yield:7.4%).